The task is: describe an organic reaction: reactants, conditions, products, and yield. This data is from the Open Reaction Database (ORD), a public repository of structured organic reaction records. The reactants are alkaline earth metal carbonate, [N+](=O)([O-])[O-].[Ag+] (silver nitrate), C([O-])([O-])=O.[Sr+2] (strontium carbonate), slurry solution. Product: C([O-])([O-])=O.[Ag+2].C([O-])([O-])=O.[Sr+2] (silver carbonate strontium carbonate). The reagents and catalysts are [N+](=O)([O-])[O-].[Ag+] (silver nitrate). Conditions: time 3 hour. The yield is 768.6%. RXN SMILES: [N+]([O-])([O-])=O.[Ag+:5].[C:6](=[O:9])([O-:8])[O-:7].[Sr+2:10]>[N+]([O-])([O-])=O.[Ag+]>[C:6](=[O:7])([O-:9])[O-:8].[Ag+2:5].[C:6](=[O:7])([O-:9])[O-:8].[Sr+2:10] |f:0.1,2.3,4.5,6.7.8.9|. Procedure details: 100 g of an aqueous silver nitrate solution containing 10 g of silver nitrate was added dropwise to 245.0 g of a slurry solution containing 23.5 g of strontium carbonate having a surface area of 6.7 m2/g and an alkaline metal content of 20 ppm or less (manufactured by SAKAI CHEMICAL INDUSTRY CO., LTD., under the trade name of SW-K) as alkaline earth metal carbonate at 20° C. to 25° C., followed by stirring for 3 hours. The solid was collected by filtration, washed with 200 mL of ion exchanged wa... Starting materials: CC(C)(C)OC(=O)NC(Cc1c[nH]c2ccccc12)C(=O)O, C(=NC1CCCCC1)=NC1CCCCC1, NCCOCCO, CN(C)C=O, On1nnc2ccccc21. Yields the product CC(C)(C)OC(=O)NC(Cc1c[nH]c2ccccc12)C(=O)NCCOCCO. Reaction SMILES: [C:1]([CH3:2])([CH3:3])([CH3:4])[O:5][C:6](=[O:7])[NH:8][CH:9]([CH2:10][c:11]1[cH:12][nH:13][c:14]2[cH:15][cH:16][cH:17][cH:18][c:19]12)[C:20](=[O:21])[OH:22].[CH:40]1([N:41]=[C:42]=[N:43][CH:44]2[CH2:45][CH2:46][CH2:47][CH2:48][CH2:49]2)[CH2:50][CH2:51][CH2:52][CH2:53][CH2:54]1.[NH2:23][CH2:24][CH2:25][O:26][CH2:27][CH2:28][OH:29].[O:55]=[CH:56][N:57]([CH3:58])[CH3:59].[OH:30][n:31]1[c:32]2[cH:33][cH:34][cH:35][cH:36][c:37]2[n:38][n:39]1>>[C:1]([CH3:2])([CH3:3])([CH3:4])[O:5][C:6](=[O:7])[NH:8][CH:9]([CH2:10][c:11]1[cH:12][nH:13][c:14]2[cH:15][cH:16][cH:17][cH:18][c:19]12)[C:20](=[O:22])[NH:23][CH2:24][CH2:25][O:26][CH2:27][CH2:28][OH:29]. Reactants: COc1cc(S)cc(OC)c1OC, Cc1ccccc1, [Cu]I, COc1ccc2c(I)c(-c3cnn(C)c3)oc2c1[N+](=O)[O-], [K+], [K+], O=C([O-])[O-], Oc1ccccc1-c1ccccc1. Product: COc1cc(Sc2c(-c3cnn(C)c3)oc3c([N+](=O)[O-])c(OC)ccc23)cc(OC)c1OC. Reaction SMILES: [CH3:22][O:23][c:24]1[cH:25][c:26]([SH:34])[cH:27][c:28]([O:32][CH3:33])[c:29]1[O:30][CH3:31].[CH3:54][c:55]1[cH:56][cH:57][cH:58][cH:59][cH:60]1.[Cu:61][I:62].[I:1][c:2]1[c:3](-[c:16]2[cH:17][n:18][n:19]([CH3:21])[cH:20]2)[o:4][c:5]2[c:6]1[cH:7][cH:8][c:9]([O:14][CH3:15])[c:10]2[N+:11](=[O:12])[O-:13].[K+:35].[K+:36].[O-:37][C:38]([O-:39])=[O:40].[c:41]1(-[c:42]2[cH:43][cH:44][cH:45][cH:46][c:47]2[OH:48])[cH:49][cH:50][cH:51][cH:52][cH:53]1>>[c:2]1([S:34][c:26]2[cH:25][c:24]([O:23][CH3:22])[c:29]([O:30][CH3:31])[c:28]([O:32][CH3:33])[cH:27]2)[c:3](-[c:16]2[cH:17][n:18][n:19]([CH3:21])[cH:20]2)[o:4][c:5]2[c:6]1[cH:7][cH:8][c:9]([O:14][CH3:15])[c:10]2[N+:11](=[O:12])[O-:13]. Starting materials: C1CCOC1, CCOC(C)=O, [Cl-], CC(C)(C)OC(=O)Nc1cccc(Cl)n1, O=C(N1CCOCC1)C(F)(F)F, [Li]CCCC, [NH4+]. Product: CC(C)(C)OC(=O)Nc1nc(Cl)ccc1C(=O)C(F)(F)F. As a reaction SMILES: [CH2:35]1[O:36][CH2:37][CH2:38][CH2:39]1.[CH3:40][CH2:41][O:42][C:43](=[O:44])[CH3:45].[Cl-:33].[Cl:1][c:2]1[cH:3][cH:4][cH:5][c:6]([NH:8][C:9]([O:10][C:11]([CH3:12])([CH3:13])[CH3:14])=[O:15])[n:7]1.[F:21][C:22]([C:23](=[O:24])[N:25]1[CH2:26][CH2:27][O:28][CH2:29][CH2:30]1)([F:31])[F:32].[Li:16][CH2:17][CH2:18][CH2:19][CH3:20].[NH4+:34]>>[Cl:1][c:2]1[cH:3][cH:4][c:5]([C:23]([C:22]([F:21])([F:31])[F:32])=[O:24])[c:6]([NH:8][C:9]([O:10][C:11]([CH3:12])([CH3:13])[CH3:14])=[O:15])[n:7]1. The reactants are [N+](=O)([O-])C=1C(=C(C=NC1)C=1C=NC=CC1)N (5-nitro-3,3′-bipyridin-4-amine). The reagents and catalysts are [Pd] (Pd/C). Solvent: CO (MeOH). Reaction conditions: time 15 hour. The product is N1=CC(=C(C(=C1)N)N)C=1C=NC=CC1 (3,3′-bipyridine-4,5-diamine), solid. Yield: 77.0%. RXN SMILES: [N+:1]([C:4]1[C:5]([NH2:16])=[C:6]([C:10]2[CH:11]=[N:12][CH:13]=[CH:14][CH:15]=2)[CH:7]=[N:8][CH:9]=1)([O-])=O>CO.[Pd]>[N:8]1[CH:9]=[C:4]([NH2:1])[C:5]([NH2:16])=[C:6]([C:10]2[CH:11]=[N:12][CH:13]=[CH:14][CH:15]=2)[CH:7]=1. Procedure: To a solution of 5-nitro-3,3′-bipyridin-4-amine (XLVII) (5 g, 23 mmol) in MeOH (20 mL) was added 10% Pd/C. The solution was purged with hydrogen and stirred at room temperature under hydrogen for 15 h. The suspension was filtered through Celite and the concentrated under vacuum to produce 3,3′-bipyridine-4,5-diamine (XLVIII) as off white solid (3.3 g, 17.7 mmol, 76% yield). 1H NMR (DMSO-d6, 400 MHz,): δ 8.63-8.53 (m, 1H), 7.90-7.83 (m, 1H), 7.75 (s, 1H), 7.58 (s, 1H), 7.48-7.43 (m, 2H), 6.13 (bs... Starting materials: C1(=CC=CC=C1)C=1C=CC2=C(C=C(O2)C(=O)O)C1 (5-phenyl-2-benzofurancarboxylic acid). Reagents/catalysts: [Na].[Hg] (Sodium amalgam). Run in [OH-].[Na+] (sodium hydroxide). Conditions: time 24 hour. Yields the product C1(=CC=CC=C1)C=1C=CC2=C(CC(O2)C(=O)O)C1 (2,3-dihydro-5-phenyl-2-benzofurancarboxylic acid). Reaction SMILES: [C:1]1([C:7]2[CH:8]=[CH:9][C:10]3[O:14][C:13]([C:15]([OH:17])=[O:16])=[CH:12][C:11]=3[CH:18]=2)[CH:6]=[CH:5][CH:4]=[CH:3][CH:2]=1>[Na].[Hg].[OH-].[Na+]>[C:1]1([C:7]2[CH:8]=[CH:9][C:10]3[O:14][CH:13]([C:15]([OH:17])=[O:16])[CH2:12][C:11]=3[CH:18]=2)[CH:2]=[CH:3][CH:4]=[CH:5][CH:6]=1 |f:1.2,3.4,^1:18|. Procedure: 5.0 g of 1C was mixed with 90 ml of 10% sodium hydroxide solution. Sodium amalgam (prepared from 1.5 g of sodium and 50 g of mercury) was added to the stirred mixture over a period of one hour. The mixture was then stirred for 24 hours and allowed to stand at room temperature for an additional 24 hours. The mercury was separated, the solution was neutralized with dilute hydrochloric acid and extracted with ether. The extract was dried (Na2SO4) and concentrated under reduced pressure. The residue...